describe an organic reaction: reactants, conditions, products, and yield From a dataset of the Open Reaction Database (ORD), a public repository of structured organic reaction records. Starting materials: N1(CCCC1)CCC=NO (3-pyrrolidin-1-yl-propionaldehyde oxime), C(C=C)N1C(CCC1)=O (1-allyl pyrrolidin-2-one). Product: N1(CCCC1)CCC1=NOC(C1)CN1C(CCC1)=O (1-[3-(2-pyrrolidin-1-yl-ethyl)-4,5-dihydro-isoxazol-5-yl-methyl]-pyrrolidin-2-one). Yield: 19.8%. As a reaction SMILES: [N:1]1([CH2:6][CH2:7][CH:8]=[N:9][OH:10])[CH2:5][CH2:4][CH2:3][CH2:2]1.[CH2:11]([N:14]1[CH2:18][CH2:17][CH2:16][C:15]1=[O:19])[CH:12]=[CH2:13]>>[N:1]1([CH2:6][CH2:7][C:8]2[CH2:13][CH:12]([CH2:11][N:14]3[CH2:18][CH2:17][CH2:16][C:15]3=[O:19])[O:10][N:9]=2)[CH2:5][CH2:4][CH2:3][CH2:2]1. Reported procedure: The desired compound was prepared by the method of Example 8 from 400 mg (2.813 mmol) of 3-pyrrolidin-1-yl-propionaldehyde oxime prepared in Example 1 and 704 mg (2 equivalents) of 1-allyl pyrrolidin-2-one prepared in Example 6, and purified by separation with silica gel column chromatography using chloroform/methanol (gradient of 20:1 to 7:1) as eluent to obtain 148 mg (20% yield) of 1-[3-(2-pyrrolidin-1-yl-ethyl)-4,5-dihydro-isoxazol-5-yl-methyl]-pyrrolidin-2-one. Subsequently, 1:1 acid additi...